This data is from the Open Reaction Database (ORD), a public repository of structured organic reaction records. The task is: describe an organic reaction: reactants, conditions, products, and yield Reactants: OCC(O)(c1ccc(Br)cc1)C(F)(F)F, Cc1ccccc1, CC1CN(S(=O)(=O)c2cccs2)CCN1, CC(C)(C)[O-], CC(C)Oc1cccc(OC(C)C)c1-c1ccccc1P(C1CCCCC1)C1CCCCC1, [Na+], O=C(C=Cc1ccccc1)C=Cc1ccccc1, O=C(C=Cc1ccccc1)C=Cc1ccccc1, O=C(C=Cc1ccccc1)C=Cc1ccccc1, [Pd], [Pd]. Product: CC1CN(S(=O)(=O)c2cccs2)CCN1c1ccc(C(O)(CO)C(F)(F)F)cc1. Reaction SMILES: [Br:1][c:2]1[cH:3][cH:4][c:5]([C:8]([CH2:9][OH:10])([C:11]([F:12])([F:13])[F:14])[OH:15])[cH:6][cH:7]1.[CH3:126][c:127]1[cH:128][cH:129][cH:130][cH:131][cH:132]1.[CH3:16][CH:17]1[CH2:18][N:19]([S:23](=[O:24])(=[O:25])[c:26]2[s:27][cH:28][cH:29][cH:30]2)[CH2:20][CH2:21][NH:22]1.[CH3:31][C:32]([CH3:33])([O-:34])[CH3:35].[CH:37]1([P:38]([CH:39]2[CH2:40][CH2:41][CH2:42][CH2:43][CH2:44]2)[c:45]2[cH:46][cH:47][cH:48][cH:49][c:50]2-[c:51]2[c:52]([O:53][CH:54]([CH3:55])[CH3:56])[cH:57][cH:58][cH:59][c:60]2[O:61][CH:62]([CH3:63])[CH3:64])[CH2:65][CH2:66][CH2:67][CH2:68][CH2:69]1.[Na+:36].[O:108]=[C:109]([CH:110]=[CH:111][c:112]1[cH:113][cH:114][cH:115][cH:116][cH:117]1)[CH:118]=[CH:119][c:120]1[cH:121][cH:122][cH:123][cH:124][cH:125]1.[O:72]=[C:73]([CH:74]=[CH:75][c:76]1[cH:77][cH:78][cH:79][cH:80][cH:81]1)[CH:82]=[CH:83][c:84]1[cH:85][cH:86][cH:87][cH:88][cH:89]1.[O:90]=[C:91]([CH:92]=[CH:93][c:94]1[cH:95][cH:96][cH:97][cH:98][cH:99]1)[CH:100]=[CH:101][c:102]1[cH:103][cH:104][cH:105][cH:106][cH:107]1.[Pd:70].[Pd:71]>>[c:2]1([N:22]2[CH:17]([CH3:16])[CH2:18][N:19]([S:23](=[O:24])(=[O:25])[c:26]3[s:27][cH:28][cH:29][cH:30]3)[CH2:20][CH2:21]2)[cH:3][cH:4][c:5]([C:8]([CH2:9][OH:10])([C:11]([F:12])([F:13])[F:14])[OH:15])[cH:6][cH:7]1.